Dataset: the Open Reaction Database (ORD), a public repository of structured organic reaction records. Task: describe an organic reaction: reactants, conditions, products, and yield Starting materials: C1(CCCCC1)NC1=C2C(=NC=C1C(=O)O)N(N=C2)CC (4-cyclohexylamino-1-ethyl-1H-pyrazolo[3,4-b]pyridine-5-carboxylic acid), Cl.C(C)N=C=NCCCN(C)C (1-Ethyl-3-(3-dimethylaminopropyl) carbodiimide hydrochloride), Cl.CNOC (N,O-dimethylhydroxylamine hydrochloride), OC1=CC=CC=2NN=NC21 (hydroxybenzotriazole), CN1CCOCC1 (N-methylmorpholine). The solvent is O (Water), CN(C=O)C (dimethylformamide). Conditions: time 1 hour. Product: C1(CCCCC1)NC1=C2C(=NC=C1C(=O)N(C)OC)N(N=C2)CC (4-(cyclohexylamino)-1-ethyl-N-methoxy-N-methyl-1H-pyrazolo[3,4-b]pyridine-5-carboxamide). RXN SMILES: [CH:1]1([NH:7][C:8]2[C:13]([C:14](O)=[O:15])=[CH:12][N:11]=[C:10]3[N:17]([CH2:20][CH3:21])[N:18]=[CH:19][C:9]=23)[CH2:6][CH2:5][CH2:4][CH2:3][CH2:2]1.Cl.[CH3:23][NH:24][O:25][CH3:26].OC1C2N=NNC=2C=CC=1.CN1CCOCC1.Cl.C(N=C=NCCCN(C)C)C>CN(C)C=O.O>[CH:1]1([NH:7][C:8]2[C:13]([C:14]([N:24]([O:25][CH3:26])[CH3:23])=[O:15])=[CH:12][N:11]=[C:10]3[N:17]([CH2:20][CH3:21])[N:18]=[CH:19][C:9]=23)[CH2:2][CH2:3][CH2:4][CH2:5][CH2:6]1 |f:1.2,5.6|. Procedure: 4-Cyclohexylamino-1-ethyl-1H-pyrazolo[3,4-b]pyridine-5-carboxylic acid (0.200 gm, 0.0006 mole) (example 5) and N,O-dimethylhydroxylamine hydrochloride (0.102 gm, 0.0010 mole) were taken in dimethylformamide. At 0° C., hydroxybenzotriazole (0.162 gm, 0.0012 mole) and N-methylmorpholine (0.30 ml, 0.0027 mole) were added and the reaction mixture was stirred for about 1 h. 1-Ethyl-3-(3-dimethylaminopropyl) carbodiimide hydrochloride (0.266 gm, 0.0012 mole) was added and the reaction mixture was stir... The reactants are intermediate 2, OC=1C=C(C=O)C=C(C1O)O (3,4,5-trihydroxybenzaldehyde), C(C)I (ethyl iodide), C(=O)([O-])[O-].[K+].[K+] (K2CO3). Run in CN(C)C=O (DMF). Yields the product C(C)OC=1C=C(C=O)C=C(C1O)O (3-Ethoxy-4,5-dihydroxy-benzaldehyde). As a reaction SMILES: [OH:1][C:2]1[CH:3]=[C:4]([CH:7]=[C:8]([OH:11])[C:9]=1[OH:10])[CH:5]=[O:6].[CH2:12](I)[CH3:13].C([O-])([O-])=O.[K+].[K+]>CN(C=O)C>[CH2:12]([O:1][C:2]1[CH:3]=[C:4]([CH:7]=[C:8]([OH:11])[C:9]=1[OH:10])[CH:5]=[O:6])[CH3:13] |f:2.3.4|. Reported procedure: The title compound was prepared analogously to intermediate 2 (4-methoxy-3-propoxy-benzaldehyde) by reaction of 3,4,5-trihydroxybenzaldehyde with ethyl iodide in DMF using K2CO3 as base. MS (ISN): 181.1 [M−H]−. The reactants are C(C)(C)C1=CC(=C(C(=O)OC)C=C1)OCC1CN(CCC1)C(=O)OC(C)(C)C (methyl 4-isopropyl-2-(1-tert-butoxycarbonyl-piperidin-3-ylmethoxy)benzoate), O[Li].O (LiOH.H2O). The solvent is C1CCOC1 (THF), O (water). Run at temperature 65 celsius. The product is C(C)(C)(C)OC(=O)N1CC(CCC1)COC1=C(C(=O)O)C=CC(=C1)C(C)C (2-(1-tert-Butoxycarbonylpiperidin-3-ylmethoxy)-4-isopropylbenzoic Acid). Yield: 83.6%. As a reaction SMILES: [CH:1]([C:4]1[CH:13]=[CH:12][C:7]([C:8]([O:10]C)=[O:9])=[C:6]([O:14][CH2:15][CH:16]2[CH2:21][CH2:20][CH2:19][N:18]([C:22]([O:24][C:25]([CH3:28])([CH3:27])[CH3:26])=[O:23])[CH2:17]2)[CH:5]=1)([CH3:3])[CH3:2].O[Li].O>C1COCC1.O>[C:25]([O:24][C:22]([N:18]1[CH2:19][CH2:20][CH2:21][CH:16]([CH2:15][O:14][C:6]2[CH:5]=[C:4]([CH:1]([CH3:3])[CH3:2])[CH:13]=[CH:12][C:7]=2[C:8]([OH:10])=[O:9])[CH2:17]1)=[O:23])([CH3:28])([CH3:27])[CH3:26] |f:1.2|. Procedure: The methyl 4-isopropyl-2-(1-tert-butoxycarbonyl-piperidin-3-ylmethoxy)benzoate (1.53 g, 3.90 mmol) was dissolved in THF (15 mL). Then LiOH.H2O (0.36 g, 8.58 mmol) in water (5 mL) was added. The mixture was heated at 65° C. for 24 h. The reaction mixture was concentrated in vacuo and then redissolved in a mixture of EtOAc (100 mL) and cold dilute HCl. The mixture was shaken in a separatory funnel. The layers were separated and the organic layer was washed with cold water (100 mL), dried (MgSO4), ... The reactants are Cc1cc(Cc2ccccc2)oc1C, CN(C)C=O, COc1c(C(C)C)cc(C(=O)O)cc1C(C)C, O=C(Cl)C(=O)Cl, ClCCl, Cl[Sn](Cl)(Cl)Cl. Product: COc1c(C(C)C)cc(C(=O)c2c(Cc3ccccc3)oc(C)c2C)cc1C(C)C. Reaction SMILES: [CH2:29]([c:30]1[cH:31][cH:32][cH:33][cH:34][cH:35]1)[c:36]1[o:37][c:38]([CH3:42])[c:39]([CH3:41])[cH:40]1.[CH3:46][N:47]([CH3:48])[CH:49]=[O:50].[CH:1]([CH3:2])([CH3:3])[c:4]1[cH:5][c:6]([C:7](=[O:8])[OH:9])[cH:10][c:11]([CH:15]([CH3:16])[CH3:17])[c:12]1[O:13][CH3:14].[Cl:18][C:19]([C:20]([Cl:21])=[O:22])=[O:23].[Cl:43][CH2:44][Cl:45].[Sn:24]([Cl:25])([Cl:26])([Cl:27])[Cl:28]>>[CH:1]([CH3:2])([CH3:3])[c:4]1[cH:5][c:6]([C:7](=[O:9])[c:40]2[c:36]([CH2:29][c:30]3[cH:31][cH:32][cH:33][cH:34][cH:35]3)[o:37][c:38]([CH3:42])[c:39]2[CH3:41])[cH:10][c:11]([CH:15]([CH3:16])[CH3:17])[c:12]1[O:13][CH3:14].